This data is from the Open Reaction Database (ORD), a public repository of structured organic reaction records. The task is: describe an organic reaction: reactants, conditions, products, and yield Starting materials: ClCCCN1CCN(CC1)C1=C(C=CC=C1)OC (1-(3-chloropropyl)-4-(2-methoxyphenyl)piperazine), 2(a), ice water, 0.53, [H-].[Na+] (sodium hydride), OC=1C=CC=C2CCCN(C12)C(C1=CN=CC=C1)=O (8-hydroxy-1-nicotinoyl-1,2,3,4-tetrahydroquinoline). Run in CN(C=O)C (dimethylformamide), CN(C=O)C (dimethylformamide). Conditions: time 30 minute. Yields the product Cl.Cl.Cl.COC1=C(C=CC=C1)N1CCN(CC1)CCCOC=1C=CC=C2CCCN(C12)C(C1=CN=CC=C1)=O (8-(3-(4-(2-Methoxyphenyl)piperazin-1-yl)propoxy)-1-nicotinoyl-1,2,3,4-tetrahydroquinoline-trihydrochloride). Reaction SMILES: [H-].[Na+].[OH:3][C:4]1[CH:5]=[CH:6][CH:7]=[C:8]2[C:13]=1[N:12]([C:14](=[O:21])[C:15]1[CH:20]=[CH:19][CH:18]=[N:17][CH:16]=1)[CH2:11][CH2:10][CH2:9]2.[Cl:22][CH2:23][CH2:24][CH2:25][N:26]1[CH2:31][CH2:30][N:29]([C:32]2[CH:37]=[CH:36][CH:35]=[CH:34][C:33]=2[O:38][CH3:39])[CH2:28][CH2:27]1>CN(C)C=O>[ClH:22].[ClH:22].[ClH:22].[CH3:39][O:38][C:33]1[CH:34]=[CH:35][CH:36]=[CH:37][C:32]=1[N:29]1[CH2:28][CH2:27][N:26]([CH2:25][CH2:24][CH2:23][O:3][C:4]2[CH:5]=[CH:6][CH:7]=[C:8]3[C:13]=2[N:12]([C:14](=[O:21])[C:15]2[CH:20]=[CH:19][CH:18]=[N:17][CH:16]=2)[CH2:11][CH2:10][CH2:9]3)[CH2:31][CH2:30]1 |f:0.1,5.6.7.8|. Procedure: 0.53 (11.0 mmol) of a 50% strength sodium hydride dispersion is introduced in portions into a solution of 2.54 g (10.0 mmol) of 8-hydroxy-1-nicotinoyl-1,2,3,4-tetrahydroquinoline in 20 ml of anhydrous dimethylformamide and the mixture is subsequently stirred at 40°-50° C. for 30 minutes. After cooling to room temperature, a solution of 4.03 g (15.0 mmol) of 1-(3-chloropropyl)-4-(2-methoxyphenyl)piperazine in 20 ml of anhydrous dimethylformamide is added dropwise and the mixture is subsequently s... The reactants are COC1=C(C(=O)OC)C=C(C=C1)S(=O)(=O)C (methyl 2-methoxy-5-methylsulfonylbenzoate), [OH-].[K+] (potassium hydroxide). Run at time 2 hour. Yields the product COC1=C(C(=O)O)C=C(C=C1)S(=O)(=O)C (2-Methoxy-5-methylsulfonylbenzoic Acid). As a reaction SMILES: [CH3:1][O:2][C:3]1[CH:12]=[CH:11][C:10]([S:13]([CH3:16])(=[O:15])=[O:14])=[CH:9][C:4]=1[C:5]([O:7]C)=[O:6].[OH-].[K+]>>[CH3:1][O:2][C:3]1[CH:12]=[CH:11][C:10]([S:13]([CH3:16])(=[O:15])=[O:14])=[CH:9][C:4]=1[C:5]([OH:7])=[O:6] |f:1.2|. Reported procedure: Combine methyl 2-methoxy-5-methylsulfonylbenzoate (2.24 g, 9.2 mmol) and a 1 M aqueous potassium hydroxide solution (10 mL, 10 mmol). Heat to reflux. After 2 hours, filter while still hot, cool in an ice bath, and acidify by dropwise addition of a 1 M aqueous hydrochloric acid solution (11 mL) to give a solid. Collect the solid by filtration, rinse with water, and dry to give the title compound.